From a dataset of the Open Reaction Database (ORD), a public repository of structured organic reaction records. describe an organic reaction: reactants, conditions, products, and yield The reactants are C1(=CC=CC=C1)/C=C/C=1C=C(C(=O)OC)C=CN1 (methyl 2-[(E)-2-phenylvinyl]isonicotinate). Reagents/catalysts: [Pt]=O (platinum oxide). Run in C(C)(=O)O (acetic acid). Reaction conditions: time 8 hour. The product is C1(=CC=CC=C1)CCC1NCCC(C1)C(=O)OC (methyl 2-(2-phenylethyl)piperidine-4-carboxylate). As a reaction SMILES: [C:1]1(/[CH:7]=[CH:8]/[C:9]2[CH:10]=[C:11]([CH:16]=[CH:17][N:18]=2)[C:12]([O:14][CH3:15])=[O:13])[CH:6]=[CH:5][CH:4]=[CH:3][CH:2]=1>C(O)(=O)C.[Pt]=O>[C:1]1([CH2:7][CH2:8][CH:9]2[CH2:10][CH:11]([C:12]([O:14][CH3:15])=[O:13])[CH2:16][CH2:17][NH:18]2)[CH:6]=[CH:5][CH:4]=[CH:3][CH:2]=1. Procedure: To a solution of methyl 2-[(E)-2-phenylvinyl]isonicotinate in acetic acid was added platinum oxide, followed by stirring at room temperature for 8 hours under a hydrogen atmosphere of 3 atm. The reaction mixture was filtered through Celite, and the filtrate was then concentrated under reduced pressure. To the residue were added an aqueous Na2CO3 solution, and the EtOAc was extracted. The organic layer was dried over MgSO4 and then concentrated under reduced pressure to obtain methyl 2-(2-phenyle... Reactants: CO, COC(=O)c1cccc2ncoc12, [K+], [OH-], O. Product: O=C(O)c1cccc2ncoc12. RXN SMILES: [CH3:16][OH:17].[CH3:1][O:2][C:3](=[O:4])[c:5]1[cH:6][cH:7][cH:8][c:9]2[n:10][cH:11][o:12][c:13]12.[K+:15].[OH-:14].[OH2:18]>>[O:2]=[C:3]([OH:4])[c:5]1[cH:6][cH:7][cH:8][c:9]2[n:10][cH:11][o:12][c:13]12. Starting materials: OC1C2(CC(CC(C1O)(O2)C)=O)C (6,7-dihydroxy-1,5-dimethyl-8-oxa-bicyclo[3.2.1]octan-3-one), N1C=NC=C1 (imidazole), C(C)(C)(C)[Si](Cl)(Cl)C(C)(C)C (di-tert-butyldichlorosilane). Run in ClCCCl (DCE). Reaction conditions: time 48 hour. The product is C(C)(C)(C)[Si]1(OC2C3(CC(CC(C2O1)(O3)C)=O)C)C(C)(C)C (4,4-Di-tert-butyl-1,7-dimethyl-3,5,11-trioxa-4-sila-tricyclo[5.3.1.02,6]undecan-9-one). Isolated yield 90.0%. Reaction SMILES: [OH:1][CH:2]1[CH:8]([OH:9])[C:7]2([CH3:11])[O:10][C:3]1([CH3:13])[CH2:4][C:5](=[O:12])[CH2:6]2.N1C=CN=C1.[C:19]([Si:23]([C:26]([CH3:29])([CH3:28])[CH3:27])(Cl)Cl)([CH3:22])([CH3:21])[CH3:20]>ClCCCl>[C:19]([Si:23]1([C:26]([CH3:29])([CH3:28])[CH3:27])[O:1][CH:2]2[CH:8]([C:7]3([CH3:11])[O:10][C:3]2([CH3:13])[CH2:4][C:5](=[O:12])[CH2:6]3)[O:9]1)([CH3:22])([CH3:21])[CH3:20]. Procedure: To a solution of 6,7-dihydroxy-1,5-dimethyl-8-oxa-bicyclo[3.2.1]octan-3-one (Bulletin of the Chemical Society of Japan (1983), 56(9), 2680-99, 550 mg, 2.95 mmol) in DCE (20 mL) was added imidazole (2.0 g, 29 mmol) and di-tert-butyldichlorosilane (1.2 mL, 5.9 mmol). The resulting mixture was stirred under Ar for 48 h. The reaction mixture was treated with satd. NaHCO3 (20 mL) and the DCE layer was separated, dried (Na2SO4) and concentrated and the residue obtained was purified on silica gel (5-20... The reactants are CN1CCNCC1, Cc1c(-c2cccc(OCc3ccccc3)c2)c2c(N)ncnc2n1C1CC(CO)C1, Cc1ccc(S(=O)(=O)Cl)cc1, c1ccncc1. Yields the product Cc1c(-c2cccc(OCc3ccccc3)c2)c2c(N)ncnc2n1C1CC(CN2CCN(C)CC2)C1. Reaction SMILES: [CH3:43][N:44]1[CH2:45][CH2:46][NH:47][CH2:48][CH2:49]1.[NH2:1][c:2]1[c:3]2[c:4]([n:5][cH:6][n:7]1)[n:8]([CH:26]1[CH2:27][CH:28]([CH2:30][OH:31])[CH2:29]1)[c:9]([CH3:25])[c:10]2-[c:11]1[cH:12][c:13]([O:17][CH2:18][c:19]2[cH:20][cH:21][cH:22][cH:23][cH:24]2)[cH:14][cH:15][cH:16]1.[c:32]1([CH3:33])[cH:34][cH:35][c:36]([S:37]([Cl:38])(=[O:39])=[O:40])[cH:41][cH:42]1.[cH:50]1[cH:51][cH:52][n:53][cH:54][cH:55]1>>[NH2:1][c:2]1[c:3]2[c:4]([n:5][cH:6][n:7]1)[n:8]([CH:26]1[CH2:27][CH:28]([CH2:30][N:47]3[CH2:46][CH2:45][N:44]([CH3:43])[CH2:49][CH2:48]3)[CH2:29]1)[c:9]([CH3:25])[c:10]2-[c:11]1[cH:12][c:13]([O:17][CH2:18][c:19]2[cH:20][cH:21][cH:22][cH:23][cH:24]2)[cH:14][cH:15][cH:16]1. The reactants are [O-]OB([O-])[O-], CC(=O)O, [Na+], [Na+], [Na+], O, O, O, O, CCOC(=O)C1=C(S)CCC(c2ccccc2)C1. Product: CCOC(=O)C1=C(S(=O)(=O)O)CCC(c2ccccc2)C1. RXN SMILES: [B:5]([O:6][O-:7])([O-:8])[O-:9].[CH3:31][C:32](=[O:33])[OH:34].[Na+:10].[Na+:11].[Na+:12].[OH2:1].[OH2:2].[OH2:3].[OH2:4].[SH:13][C:14]1=[C:15]([C:26](=[O:27])[O:28][CH2:29][CH3:30])[CH2:16][CH:17]([c:20]2[cH:21][cH:22][cH:23][cH:24][cH:25]2)[CH2:18][CH2:19]1>>[O:1]=[S:13](=[O:2])([OH:3])[C:14]1=[C:15]([C:26](=[O:27])[O:28][CH2:29][CH3:30])[CH2:16][CH:17]([c:20]2[cH:21][cH:22][cH:23][cH:24][cH:25]2)[CH2:18][CH2:19]1.